From a dataset of the Open Reaction Database (ORD), a public repository of structured organic reaction records. describe an organic reaction: reactants, conditions, products, and yield Starting materials: COCC(=O)Cl, CCOC(C)=O, CCN(C(C)C)C(C)C, [Cl-], Cc1c(C#N)c(N)c(O)c(F)c1-c1ccccc1, [NH4+]. Yields the product COCC(=O)Oc1c(N)c(C#N)c(C)c(-c2ccccc2)c1F. Reaction SMILES: [CH3:28][O:29][CH2:30][C:31](=[O:32])[Cl:33].[CH3:36][CH2:37][O:38][C:39](=[O:40])[CH3:41].[CH:1]([N:2]([CH:3]([CH3:4])[CH3:5])[CH2:6][CH3:7])([CH3:8])[CH3:9].[Cl-:34].[NH2:10][c:11]1[c:12]([C:26]#[N:27])[c:13]([CH3:25])[c:14](-[c:19]2[cH:20][cH:21][cH:22][cH:23][cH:24]2)[c:15]([F:18])[c:16]1[OH:17].[NH4+:35]>>[NH2:10][c:11]1[c:12]([C:26]#[N:27])[c:13]([CH3:25])[c:14](-[c:19]2[cH:20][cH:21][cH:22][cH:23][cH:24]2)[c:15]([F:18])[c:16]1[O:17][C:31]([CH2:30][O:29][CH3:28])=[O:32].